The task is: describe an organic reaction: reactants, conditions, products, and yield. This data is from the Open Reaction Database (ORD), a public repository of structured organic reaction records. Reactants: ClC=1C=CC2=C(C(=NC(C=3N2C=CC(N3)=O)O)C3=C(C=CC=C3)Cl)C1 (9-chloro-5-hydroxy-7-(o-chlorophenyl)pyrimido[1,2-a][1,4]benzodiazepin-3(5H)-one), C1(CCC(=O)O1)=O (succinic anhydride). Product: C(CCC(=O)O)(=O)O.ClC=1C=CC2=C(C(=NC(C=3N2C=CC(N3)=O)O)C3=C(C=CC=C3)Cl)C1.ClC=1C=CC3=C(C(=NC(C=2N3C=CC(N2)=O)O)C2=C(C=CC=C2)Cl)C1 (9-chloro-5-hydroxy-7-(o-chlorophenyl)pyrimido[1,2-a][1,4]benzodiazepin-3(5H)-one hemisuccinate). As a reaction SMILES: [Cl:1][C:2]1[CH:3]=[CH:4][C:5]2[N:11]3[CH:12]=[CH:13][C:14](=[O:16])[N:15]=[C:10]3[CH:9]([OH:17])[N:8]=[C:7]([C:18]3[CH:23]=[CH:22][CH:21]=[CH:20][C:19]=3[Cl:24])[C:6]=2[CH:25]=1.[C:26]1(=[O:32])[O:31][C:29](=[O:30])[CH2:28][CH2:27]1>>[C:26]([OH:31])(=[O:32])[CH2:27][CH2:28][C:29]([OH:16])=[O:30].[Cl:1][C:2]1[CH:3]=[CH:4][C:5]2[N:11]3[CH:12]=[CH:13][C:14](=[O:16])[N:15]=[C:10]3[CH:9]([OH:17])[N:8]=[C:7]([C:18]3[CH:23]=[CH:22][CH:21]=[CH:20][C:19]=3[Cl:24])[C:6]=2[CH:25]=1.[Cl:1][C:2]1[CH:3]=[CH:4][C:5]2[N:11]3[CH:12]=[CH:13][C:14](=[O:16])[N:15]=[C:10]3[CH:9]([OH:17])[N:8]=[C:7]([C:18]3[CH:23]=[CH:22][CH:21]=[CH:20][C:19]=3[Cl:24])[C:6]=2[CH:25]=1 |f:2.3.4|. Reported procedure: In the manner given in Example 43, 9-chloro-5-hydroxy-7-(o-chlorophenyl)pyrimido[1,2-a][1,4]benzodiazepin-3(5H)-one was treated with succinic anhydride to give 9-chloro-5-hydroxy-7-(o-chlorophenyl)pyrimido[1,2-a][1,4]benzodiazepin-3(5H)-one hemisuccinate. The reactants are C(C)OC(C(C(COC)C1=CNC2=CC=CC(=C12)COCC)[N+](=O)[O-])=O (Ethyl-3-(4-ethoxymethylindol-3-yl)-4-methoxy-2-nitrobutyrate). Reagents/catalysts: [Ni] (Raney-nickel). Run in C(C)O (ethanol). Yields the product C(C)OC(C(C(COC)C1=CNC2=CC=CC(=C12)COCC)N)=O (ethyl-2-amino-3-(4-ethoxymethylindol-3-yl)-4-methoxybutyrate). Yield: 78.5%. RXN SMILES: [CH2:1]([O:3][C:4](=[O:26])[CH:5]([N+:23]([O-])=O)[CH:6]([C:10]1[C:18]2[C:13](=[CH:14][CH:15]=[CH:16][C:17]=2[CH2:19][O:20][CH2:21][CH3:22])[NH:12][CH:11]=1)[CH2:7][O:8][CH3:9])[CH3:2]>C(O)C.[Ni]>[CH2:1]([O:3][C:4](=[O:26])[CH:5]([NH2:23])[CH:6]([C:10]1[C:18]2[C:13](=[CH:14][CH:15]=[CH:16][C:17]=2[CH2:19][O:20][CH2:21][CH3:22])[NH:12][CH:11]=1)[CH2:7][O:8][CH3:9])[CH3:2]. Procedure: Ethyl-3-(4-ethoxymethylindol-3-yl)-4-methoxy-2-nitrobutyrate (11.1 g) in ethanol (350 ml) was catalytically hydrogenated with Raney-nickel at room temperature under atmospheric pressure. The product obtained after filtration of the catalyst and evaporation of the solvent, was dissolved in a mixture of diethylether and ethylacetate. The solution was treated with water and evaporated. 8 g of oily ethyl-2-amino-3-(4-ethoxymethylindol-3-yl)-4-methoxybutyrate were obtained. Reactants: C=1C=CC2=C(C1)N=NN2O (HOBT), C(#N)CNC(=O)[C@H]1[C@H](CCCC1)NC(OC(C)(C)C)=O (tert-butyl (1S,2R)-2-{[(cyanomethyl)amino]carbonyl}cyclohexylcarbamate), C(C1=CC=CC=C1)(=O)O (benzoic acid), CCN=C=NCCCN(C)C (EDCI), CN1CCOCC1 (N-methylmorpholine). The solvent is CN(C)C=O (DMF). Conditions: time 8 hour. Yields the product C(#N)CNC(=O)[C@H]1[C@H](CCCC1)NC(C1=CC=C(C=C1)C1CCN(CC1)CCOC)=O (N-((1S,2R)-2-{[(cyanomethyl)amino]carbonyl}cyclohexyl)-4-[1-(2-methoxyethyl)piperidin-4-yl]benzamide). As a reaction SMILES: [C:1]([CH2:3][NH:4][C:5]([C@@H:7]1[CH2:12][CH2:11][CH2:10][CH2:9][C@@H:8]1[NH:13][C:14](=[O:20])OC(C)(C)C)=[O:6])#[N:2].C(O)(=O)[C:22]1[CH:27]=[CH:26][CH:25]=[CH:24]C=1.CCN=C=NCCCN(C)C.[CH:41]1[CH:42]=[CH:43][C:44]2N(O)N=N[C:45]=2[CH:46]=1.C[N:52]1C[CH2:56][O:55][CH2:54][CH2:53]1>CN(C=O)C>[C:1]([CH2:3][NH:4][C:5]([C@@H:7]1[CH2:12][CH2:11][CH2:10][CH2:9][C@@H:8]1[NH:13][C:14](=[O:20])[C:41]1[CH:42]=[CH:43][C:44]([CH:26]2[CH2:25][CH2:24][N:52]([CH2:53][CH2:54][O:55][CH3:56])[CH2:22][CH2:27]2)=[CH:45][CH:46]=1)=[O:6])#[N:2]. Reported procedure: To 105 mg (0.58 mmol) of the amine from step 3 dissolved in 10 mL DMF was added 175 mg (0.58 mmol) of 1-(2-methoxyethyl)piperidin-4-yl]benzoic acid (this acid was prepared according to the procedure described in PCT Int. Appl. WO 01/58886), 110 mg (0.58 mmol) of EDCI, 78 mg (0.58 mmol) of HOBT and 0.22 mL (2.02 mmol) of N-methylmorpholine. The reaction mixture was stirred at room temperature overnight, partitioned between ethyl acetate and water, dried over magnesium sulfate and concentrated. Co... Starting materials: NC=1C=C(C(=O)OC)C=CN1 (Methyl 2-aminoisonicotinate), Cl(=O)(=O)(=O)O (Perchloric acid), C1(=C(C(=CC(=C1)C)C)S(=O)(=O)O\N=C(\C)/OCC)C ((Z)-ethyl N-(mesitylsulfonyl)oxyacetimidate), NC=1C=C(C(=O)[O-])C=CN1 (2-aminoisonicotinate). Solvent: C(Cl)Cl (methylene chloride), C(C)(C)(C)OC (methyl tert-butyl ether), O1CCOCC1 (1,4-dioxane), C(Cl)Cl (methylene chloride), C(Cl)Cl (methylene chloride), O (water). Reaction conditions: temperature 3 celsius, time 30 minute. The product is CC1=C(C(=CC(=C1)C)C)S(=O)(=O)[O-].NN1C(C=C(C=C1)C(=O)OC)=[NH2+] (1-amino-4-(methoxycarbonyl)pyridin-2(1H)-iminium 2,4,6-trimethylbenzenesulfonate). Yield: 88.6%. Reaction SMILES: Cl(O)(=O)(=O)=O.[C:6]1([CH3:24])[CH:11]=[C:10]([CH3:12])[CH:9]=[C:8]([CH3:13])[C:7]=1[S:14]([O:17]/[N:18]=C(\OCC)/C)(=[O:16])=[O:15].[NH2:25][C:26]1[CH:27]=[C:28]([CH:33]=[CH:34][N:35]=1)[C:29]([O:31][CH3:32])=[O:30].NC1C=C(C=CN=1)C([O-])=O>C(Cl)Cl.C(OC)(C)(C)C.O.O1CCOCC1>[CH3:13][C:8]1[CH:9]=[C:10]([CH3:12])[CH:11]=[C:6]([CH3:24])[C:7]=1[S:14]([O-:17])(=[O:16])=[O:15].[NH2:18][N:35]1[CH:34]=[CH:33][C:28]([C:29]([O:31][CH3:32])=[O:30])=[CH:27][C:26]1=[NH2+:25] |f:8.9|. Procedure: 70% Perchloric acid (18.9 ml) was added to a 1,4-dioxane (26 ml) solution of (Z)-ethyl N-(mesitylsulfonyl)oxyacetimidate (11.7 g) at 4° C. over 20 minutes. Thereafter, the reaction solution was stirred at 3° C. for 30 minutes, and it was then poured into water (100 ml). The precipitated solid was collected by filtration, and was then washed with water (45 ml) to obtain a white solid as a crude product. Methyl 2-aminoisonicotinate (5 g) was added to methylene chloride (35 ml), and the obtained mi... The reactants are [N+](=O)([O-])C=1C(NC(N(C1)COC)=O)=O (5-Nitro-1-methoxymethyluracil), BrCC(=O)OCC (Ethyl bromoacetate). Run in [F-].C(CCC)[N+](CCCC)(CCCC)CCCC (tetrabutylammonium flouride), solution, O1CCCC1 (tetrahydrofuran). The product is [N+](=O)([O-])C=1C(N(C(N(C1)COC)=O)CC(=O)OCC)=O (Ethyl 5-Nitro-1-methoxymethyl-3-uracilylacetate). Reaction SMILES: [N+:1]([C:4]1[C:5](=[O:14])[NH:6][C:7](=[O:13])[N:8]([CH2:10][O:11][CH3:12])[CH:9]=1)([O-:3])=[O:2].Br[CH2:16][C:17]([O:19][CH2:20][CH3:21])=[O:18]>[F-].C([N+](CCCC)(CCCC)CCCC)CCC.O1CCCC1>[N+:1]([C:4]1[C:5](=[O:14])[N:6]([CH2:16][C:17]([O:19][CH2:20][CH3:21])=[O:18])[C:7](=[O:13])[N:8]([CH2:10][O:11][CH3:12])[CH:9]=1)([O-:3])=[O:2] |f:2.3|. Procedure details: The compound of example 41 (10.0 g, 50 mmole) is dissolved in tetrabutylammonium flouride (120 mL of a 1.0M solution in tetrahydrofuran, 0.124 mole). Ethyl bromoacetate (8.3 mL, 75 mmole) is added. The reaction is stirred at room temperature. The reaction mixture is concentrated, then partitioned between dichloromethane and water. The aqueous layer is extracted with dichloromethane. The combined organic extracts are washed with water, brine, and dried over anhydrous magnesium sulfate. The solven... Procedure details: A suspension of 50 g. (0.155 mole) of 3-phenyl-5-(β-hydroxyphenethyl)-N-methyl-isoxazole-4-carboxamide and 800 ml. acetic acid at room temperature is treated dropwise rapidly with 18.4 g. (0.185 mole) of chromium trioxide in 185 ml. water. The resulting solution is stirred for 2 hours at room temperature and a portion of the acetic acid is removed in vacuo. The remainder is poured onto ice water and extracted with methylene chloride. The methylene chloride layer is washed with 2 N sodium hydroxi... RXN SMILES: [C:1]1([C:7]2[C:11]([C:12]([NH:14][CH3:15])=[O:13])=[C:10]([CH2:16][CH:17]([OH:24])[C:18]3[CH:23]=[CH:22][CH:21]=[CH:20][CH:19]=3)[O:9][N:8]=2)[CH:6]=[CH:5][CH:4]=[CH:3][CH:2]=1.C(O)(=O)C>[O-2].[O-2].[O-2].[Cr+6].O>[CH3:15][NH:14][C:12]([C:11]1[C:7]([C:1]2[CH:6]=[CH:5][CH:4]=[CH:3][CH:2]=2)=[N:8][O:9][C:10]=1[CH2:16][C:17]([C:18]1[CH:19]=[CH:20][CH:21]=[CH:22][CH:23]=1)=[O:24])=[O:13] |f:2.3.4.5|. Yields the product CNC(=O)C=1C(=NOC1CC(=O)C1=CC=CC=C1)C1=CC=CC=C1 (N-methyl-5-phenacyl-3-phenyl-4-isoxazole carboxamide). Reactants: C1(=CC=CC=C1)C1=NOC(=C1C(=O)NC)CC(C1=CC=CC=C1)O (3-phenyl-5-(β-hydroxyphenethyl)-N-methyl-isoxazole-4-carboxamide), C(C)(=O)O (acetic acid). Solvent: O (water). Conditions: time 2 hour. Reagents/catalysts: [O-2].[O-2].[O-2].[Cr+6] (chromium trioxide).